Dataset: the Open Reaction Database (ORD), a public repository of structured organic reaction records. Task: describe an organic reaction: reactants, conditions, products, and yield Starting materials: CC(=O)OCc1ccc(C)cc1Cl, ClC(Cl)Cl, CC(C)(C#N)N=NC(C)(C)C#N, O=C1CCC(=O)N1Br. Product: CC(=O)OCc1ccc(CBr)cc1Cl. RXN SMILES: [C:1]([CH3:2])(=[O:3])[O:4][CH2:5][c:6]1[c:7]([Cl:13])[cH:8][c:9]([CH3:12])[cH:10][cH:11]1.[CH:34]([Cl:35])([Cl:36])[Cl:37].[N:14]#[C:15][C:16]([N:17]=[N:18][C:19]([C:20]#[N:21])([CH3:22])[CH3:23])([CH3:24])[CH3:25].[O:26]=[C:27]1[N:28]([Br:33])[C:29](=[O:30])[CH2:31][CH2:32]1>>[C:1]([CH3:2])(=[O:3])[O:4][CH2:5][c:6]1[c:7]([Cl:13])[cH:8][c:9]([CH2:12][Br:33])[cH:10][cH:11]1.